Task: describe an organic reaction: reactants, conditions, products, and yield. Dataset: the Open Reaction Database (ORD), a public repository of structured organic reaction records The reactants are NC1=C(C=CC(=C1)C(=O)OC)N1C(CCC1(CO)CO)=O (1-(2-amino-4-methoxycarbonylphenyl)-5,5-bis-(hydroxymethyl)pyrrolidin-2-one), CCCC(CCC)=O (4-heptanone), C(#N)[BH3-].[Na+] (sodium cyanoborohydride), CCCC(CCC)=O (4-heptanone), C(#N)[BH3-].[Na+] (sodium cyanoborohydride). Run in ClCCl (dichloromethane), C(C)(=O)O (acetic acid), C(C)(=O)O (acetic acid). Reaction conditions: time 12 hour. Product: CCCC(CCC)NC1=C(C=CC(=C1)C(=O)OC)N1C(CCC1(CO)CO)=O (1-[2-(4-heptylamino)-4-methoxycarbonylphenyl]-5,5-bis-(hydroxymethyl)pyrrolidin-2-one). Isolated yield 74.9%. As a reaction SMILES: [NH2:1][C:2]1[CH:7]=[C:6]([C:8]([O:10][CH3:11])=[O:9])[CH:5]=[CH:4][C:3]=1[N:12]1[C:16]([CH2:19][OH:20])([CH2:17][OH:18])[CH2:15][CH2:14][C:13]1=[O:21].[CH3:22][CH2:23][CH2:24][C:25](=O)[CH2:26][CH2:27][CH3:28].C([BH3-])#N.[Na+]>ClCCl.C(O)(=O)C>[CH3:22][CH2:23][CH2:24][CH:25]([NH:1][C:2]1[CH:7]=[C:6]([C:8]([O:10][CH3:11])=[O:9])[CH:5]=[CH:4][C:3]=1[N:12]1[C:16]([CH2:17][OH:18])([CH2:19][OH:20])[CH2:15][CH2:14][C:13]1=[O:21])[CH2:26][CH2:27][CH3:28] |f:2.3|. Reported procedure: A solution of 1-(2-amino-4-methoxycarbonylphenyl)-5,5-bis-(hydroxymethyl)pyrrolidin-2-one (0.15 g, 0.51 mmol) from Example 6 in 1 mL of dichloromethane and 0.3 mL of acetic acid was treated with 4-heptanone (0.175 g, 1.53 mmol) and sodium cyanoborohydride (0.05 g, 0.8 mmol). The resulting mixture was stirred at ambient temperature for 12 h after which time addition 4-heptanone (0.175 g, 1.53 mmol), sodium cyanoborohydride (0.05 g, 0.8 mmol) and acetic acid (0.3 mL) were added. Stirring was conti...